Dataset: the Open Reaction Database (ORD), a public repository of structured organic reaction records. Task: describe an organic reaction: reactants, conditions, products, and yield RXN SMILES: [CH3:24][CH2:25][OH:26].[ClH:19].[K:20][O:21][C:22]#[N:23].[NH2:1][CH:2]([C:3](=[O:4])[O:5][CH2:6][CH3:7])[CH2:8][CH2:9][CH2:10][CH2:11][CH2:12][CH2:13][C:14](=[O:15])[O:16][CH2:17][CH3:18].[OH2:27]>>[NH:1]([CH:2]([C:3](=[O:4])[O:5][CH2:6][CH3:7])[CH2:8][CH2:9][CH2:10][CH2:11][CH2:12][CH2:13][C:14](=[O:15])[O:16][CH2:17][CH3:18])[C:22](=[O:21])[NH2:23]. Yields the product CCOC(=O)CCCCCCC(NC(N)=O)C(=O)OCC. The reactants are CCO, Cl, N#CO[K], CCOC(=O)CCCCCCC(N)C(=O)OCC, O. As a reaction SMILES: [CH2:1]([CH2:2][CH3:3])[N:4]([C:5]1([c:8]2[cH:9][cH:10][c:11]([C:14]#[C:15][c:16]3[cH:17][cH:18][c:19]([C:20](=[O:21])[O:22][CH2:23][CH3:24])[cH:25][cH:26]3)[cH:12][cH:13]2)[CH2:6][CH2:7]1)[CH2:27][CH2:28][CH3:29].[CH3:32][CH2:33][OH:34].[Na+:31].[O:35]1[CH2:36][CH2:37][CH2:38][CH2:39]1.[OH-:30]>>[CH2:1]([CH2:2][CH3:3])[N:4]([C:5]1([c:8]2[cH:9][cH:10][c:11]([C:14]#[C:15][c:16]3[cH:17][cH:18][c:19]([C:20](=[O:21])[OH:22])[cH:25][cH:26]3)[cH:12][cH:13]2)[CH2:6][CH2:7]1)[CH2:27][CH2:28][CH3:29]. Starting materials: CCCN(CCC)C1(c2ccc(C#Cc3ccc(C(=O)OCC)cc3)cc2)CC1, CCO, [Na+], C1CCOC1, [OH-]. Product: CCCN(CCC)C1(c2ccc(C#Cc3ccc(C(=O)O)cc3)cc2)CC1. Reactants: ClC(=C[C@H]1C([C@H]1C(=O)Cl)(C)C)Cl (cis-3-(2,2-dichloroethenyl)-2,2-dimethylcyclopropanecarbonyl chloride), [C-]#N.[Na+] (sodium cyanide), O (water), O(C1=CC=CC=C1)C=1C=C(C=O)C=CC1 (3-phenoxybenzaldehyde). The solvent is C(C)#N (acetonitrile). Conditions: time 2 hour. Yields the product ClC(=C[C@H]1C([C@H]1C(=O)OC(C1=CC(=CC=C1)OC1=CC=CC=C1)C#N)(C)C)Cl (α-cyano-3-phenoxybenzyl cis-3-(2,2-dichloroethenyl)-2,2-dimethylcyclopropanecarboxylate). Isolated yield 90.3%. Reaction SMILES: [C-:1]#[N:2].[Na+].O.[O:5]([C:12]1[CH:13]=[C:14]([CH:17]=[CH:18][CH:19]=1)[CH:15]=[O:16])[C:6]1[CH:11]=[CH:10][CH:9]=[CH:8][CH:7]=1.[Cl:20][C:21]([Cl:31])=[CH:22][C@@H:23]1[C@H:25]([C:26](Cl)=[O:27])[C:24]1([CH3:30])[CH3:29]>C(#N)C>[Cl:20][C:21]([Cl:31])=[CH:22][C@@H:23]1[C@H:25]([C:26]([O:16][CH:15]([C:1]#[N:2])[C:14]2[CH:17]=[CH:18][CH:19]=[C:12]([O:5][C:6]3[CH:7]=[CH:8][CH:9]=[CH:10][CH:11]=3)[CH:13]=2)=[O:27])[C:24]1([CH3:30])[CH3:29] |f:0.1|. Procedure: To a stirred solution of sodium cyanide (0.74 g, 0.015 mold) in a 1:1 by volume mixture of water and acetonitrile (20 ml) at room temperature was added all at once 3-phenoxybenzaldehyde (1.98 g, 0.01 mole) in the same solvent system (5 ml) followed by a dropwise addition over 10 minutes of cis-3-(2,2-dichloroethenyl)-2,2-dimethylcyclopropanecarbonyl chloride (2.73 g, 0.012 mole). Stirring was continued at room temperature for 2 hours, after which the mixture was extracted thrice with methylene c... Starting materials: ClCCCl, COc1ccc(P2(=S)SP(=S)(c3ccc(OC)cc3)S2)cc1, CCOC(C)=O, NC(=O)c1ncccc1O. Product: NC(=S)c1ncccc1O. As a reaction SMILES: [CH2:33]([Cl:34])[CH2:35][Cl:36].[CH3:11][O:12][c:13]1[cH:14][cH:15][c:16]([P:17]2(=[S:20])[S:18][P:19]([c:21]3[cH:22][cH:23][c:24]([O:25][CH3:26])[cH:27][cH:28]3)(=[S:29])[S:30]2)[cH:31][cH:32]1.[CH3:37][CH2:38][O:39][C:40]([CH3:41])=[O:42].[OH:1][c:2]1[c:3]([C:8](=[O:9])[NH2:10])[n:4][cH:5][cH:6][cH:7]1>>[OH:1][c:2]1[c:3]([C:8]([NH2:10])=[S:20])[n:4][cH:5][cH:6][cH:7]1. Reactants: M(79Br)-indole, C1=CC=CC2=NC=C3C=CC=CC3=C12 (phenanthridine), BrC=1C=C(C(=O)Cl)C=CC1 (3-bromobenzoyl chloride), N1C=CC2=CC=CC=C12 (indole). Product: BrC=1C=C(C=CC1)C(=O)N1C=2C=CC=CC2C2=CC=CC=C2C1C1=CNC2=CC=CC=C12 ((3-Bromo-phenyl)-[6-(1H-indol-3-yl)-6H-phenanthridin-5-yl]-methanone). As a reaction SMILES: [CH:1]1[C:14]2[C:5](=[N:6][CH:7]=[C:8]3[C:13]=2[CH:12]=[CH:11][CH:10]=[CH:9]3)[CH:4]=[CH:3][CH:2]=1.[Br:15][C:16]1[CH:17]=[C:18]([CH:22]=[CH:23][CH:24]=1)[C:19](Cl)=[O:20].[NH:25]1[C:33]2[C:28](=[CH:29][CH:30]=[CH:31][CH:32]=2)[CH:27]=[CH:26]1>>[Br:15][C:16]1[CH:17]=[C:18]([C:19]([N:6]2[CH:7]([C:27]3[C:28]4[C:33](=[CH:32][CH:31]=[CH:30][CH:29]=4)[NH:25][CH:26]=3)[C:8]3[C:13](=[CH:12][CH:11]=[CH:10][CH:9]=3)[C:14]3[CH:1]=[CH:2][CH:3]=[CH:4][C:5]2=3)=[O:20])[CH:22]=[CH:23][CH:24]=1. Reported procedure: (3-Bromo-phenyl)-[6-(1H-indol-3-yl)-6H-phenanthridin-5-yl]-methanone was prepared from phenanthridine, 3-bromobenzoyl chloride, and indole according to GP 2. Yield, 22%. 1H-NMR (DMSO-d6): δ=6.22 (d, J=1.9 Hz, 1H), 6.41 (s, br., 1H), 6.86 (t, J=7.5 Hz, 1H), 6.99-7.28 (m, 7H), 7.40-7.48 (m, 2H), 7.51-7.60 (m, 3H), 7.84 (“d”, J=7 Hz, 1H), 7.98 (dd, J=7.9 Hz, J=1.1 Hz, 1H), 8.12 (d, J=7.5 Hz, 1H), 10.71 (s, 1H); (+)-ESI-MS: m/z=479 [M(79Br)+H]+, 362[M(79Br)-indole+H]+. The reactants are N1(CCOCC1)CCCN (3-morpholin-4-yl-propylamine), C(C)OC(=O)C=1C(C2=C(N=C(N=C2)S(=O)(=O)C)N(C1)C1CCCCC1)=O (8-cyclohexyl-2-methanesulfonyl-5-oxo-5,8-dihydro-pyrido[2,3-d]pyrimidine-6-carboxylic acid ethyl ester). Product: C(C)OC(=O)C=1C(C2=C(N=C(N=C2)NCCCN2CCOCC2)N(C1)C1CCCCC1)=O (8-Cyclohexyl-2-(3-morpholin-4-yl-propylamino)-5-oxo-5,8-dihydro-pyrido[2,3-d]pyrimidine-6-carboxylic acid ethyl ester), solid. Yield: 85.0%. Reaction SMILES: [N:1]1([CH2:7][CH2:8][CH2:9][NH2:10])[CH2:6][CH2:5][O:4][CH2:3][CH2:2]1.[CH2:11]([O:13][C:14]([C:16]1[C:17](=[O:36])[C:18]2[CH:23]=[N:22][C:21](S(C)(=O)=O)=[N:20][C:19]=2[N:28]([CH:30]2[CH2:35][CH2:34][CH2:33][CH2:32][CH2:31]2)[CH:29]=1)=[O:15])[CH3:12]>>[CH2:11]([O:13][C:14]([C:16]1[C:17](=[O:36])[C:18]2[CH:23]=[N:22][C:21]([NH:10][CH2:9][CH2:8][CH2:7][N:1]3[CH2:6][CH2:5][O:4][CH2:3][CH2:2]3)=[N:20][C:19]=2[N:28]([CH:30]2[CH2:35][CH2:34][CH2:33][CH2:32][CH2:31]2)[CH:29]=1)=[O:15])[CH3:12]. Procedure: Using the procedure outlined in Example 28 Step F, the title compound was prepared from 3-morpholin-4-yl-propylamine and 8-cyclohexyl-2-methanesulfonyl-5-oxo-5,8-dihydro-pyrido[2,3-d]pyrimidine-6-carboxylic acid ethyl ester (from Example 35 Step E, 20 mg, 0.045 mmol). 8-Cyclohexyl-2-(3-morpholin-4-yl-propylamino)-5-oxo-5,8-dihydro-pyrido[2,3-d]pyrimidine-6-carboxylic acid ethyl ester was obtained as a white solid (18 mg, 85%). Mass Spectrum (LCMS, ESI pos.) Calcd. For C23H33N5O4: 444.25 (M+H). F...